Task: describe an organic reaction: reactants, conditions, products, and yield. Dataset: the Open Reaction Database (ORD), a public repository of structured organic reaction records The reactants are Cl.Cl.N1=CC=C(C=C1)N1CCN(CC1)CC(=O)OC (methyl [4-(4-pyridyl)-piperazin-1-yl]acetate dihydrochloride), Cl (hydrochloric acid). Yields the product Cl.Cl.N1=CC=C(C=C1)N1CCN(CC1)CC(=O)O ([4 -(4-Pyridyl)-piperazin-1-y1]acetic acid-dihydrochloride). As a reaction SMILES: [ClH:1].Cl.[N:3]1[CH:8]=[CH:7][C:6]([N:9]2[CH2:14][CH2:13][N:12]([CH2:15][C:16]([O:18]C)=[O:17])[CH2:11][CH2:10]2)=[CH:5][CH:4]=1.Cl>>[ClH:1].[ClH:1].[N:3]1[CH:4]=[CH:5][C:6]([N:9]2[CH2:14][CH2:13][N:12]([CH2:15][C:16]([OH:18])=[O:17])[CH2:11][CH2:10]2)=[CH:7][CH:8]=1 |f:0.1.2,4.5.6|. Procedure details: Prepared from methyl [4-(4-pyridyl)-piperazin-1-yl]acetate dihydrochloride and semiconcentrated hydrochloric acid analogously to Example IIb. Reactants: CN1C(NC(C12CC1=CC=C(C=C1C2)[N+](=O)[O-])=O)=O ((±)-3-Methyl-5′-nitro-spiro[imidazolidine-4,2′-indane]-2,5-dione), CN1C(NC(C12CC1=CC=C(C=C1C2)[N+](=O)[O-])=O)=O ((±)-3-Methyl-5′-nitro-spiro[imidazolidine-4,2′-indane]-2,5-dione), [N+](=O)(O)[O-] (HNO3), OS(=O)(=O)O (H2SO4). Conditions: time 18 hour. Yields the product NC=1C=C2CC3(CC2=CC1[N+](=O)[O-])N(C(NC3=O)=O)C ((±)-5′-Amino-6′-nitro-3-methyl-spiro[imidazolidine-4,2′-indane]-2,5-dione). Reaction SMILES: [CH3:1][N:2]1[C:6]2([CH2:14][C:13]3[C:8](=[CH:9][CH:10]=[C:11]([N+:15]([O-:17])=[O:16])[CH:12]=3)[CH2:7]2)[C:5](=[O:18])[NH:4][C:3]1=[O:19].[N+:20]([O-])(O)=O.OS(O)(=O)=O>>[NH2:20][C:10]1[CH:9]=[C:8]2[C:13](=[CH:12][C:11]=1[N+:15]([O-:17])=[O:16])[CH2:14][C:6]1([C:5](=[O:18])[NH:4][C:3](=[O:19])[N:2]1[CH3:1])[CH2:7]2. Procedure details: To (±)-5′-amino-3-methyl-spiro[imidazolidine-4,2′-indane]-2,5-dione (100 mg, 0.432 mmol, described in Intermediate 7) at 0° C. were added 70% HNO3 (1 mL) followed by conc. H2SO4 (1 mL). The resulting mixture was allowed to warn to ambient temperature and stirred for 18 h, then poured onto ice and the precipitate was removed by filtration. The aqueous filtrate was purified by HPLC using a reversed phase C18 column and eluting with a gradient of H2O:CH3CN:CF3CO2H—90:10:0.1 to 5:95:0.1. Lyophilizat... Starting materials: NC(N)=NC=1SC=C(N1)C=1OC(=CC1)C(=O)OC (2-(diaminomethyleneamino)-4-(5-methoxycarbonylfuran-2-yl)thiazole), O.NN (hydrazine hydrate). The solvent is C(C)O (ethanol). Product: NC(N)=NC=1SC=C(N1)C=1OC(=CC1)C(=O)NN (2-(diaminomethyleneamino)-4-(5-hydrazinocarbonylfuran-2yl)thiazole). The yield is 97.2%. Reaction SMILES: [NH2:1][C:2](=[N:4][C:5]1[S:6][CH:7]=[C:8]([C:10]2[O:11][C:12]([C:15]([O:17]C)=O)=[CH:13][CH:14]=2)[N:9]=1)[NH2:3].O.[NH2:20][NH2:21]>C(O)C>[NH2:1][C:2](=[N:4][C:5]1[S:6][CH:7]=[C:8]([C:10]2[O:11][C:12]([C:15]([NH:20][NH2:21])=[O:17])=[CH:13][CH:14]=2)[N:9]=1)[NH2:3] |f:1.2|. Procedure details: A solution of 2-(diaminomethyleneamino)-4-(5-methoxycarbonylfuran-2-yl)thiazole (5.00 g) and hydrazine hydrate (9.40 g) in ethanol (50 ml) was refluxed for 4 hours with stirring. The mixture was cooled and the resulting precipitate was collected by filtration to afford 2-(diaminomethyleneamino)-4-(5-hydrazinocarbonylfuran-2yl)thiazole (4.86 g). Reactants: O=C([O-])[O-], COc1cc(C(=O)O)ccc1O, CC(=O)OI1(OC(C)=O)(OC(C)=O)OC(=O)c2ccccc21, [I-], [K+], [K+], [K+], ClCCCN1CCCC1. Product: COc1cc(C(=O)O)ccc1OCCCN1CCCC1, Cl. RXN SMILES: [C:22](=[O:23])([O-:24])[O-:25].[CH3:1][O:2][c:3]1[cH:4][c:5]([C:10]([OH:11])=[O:12])[cH:6][cH:7][c:8]1[OH:9].[CH3:30][C:31]([O:32][I:33]1([O:43][C:44]([CH3:45])=[O:46])([O:47][C:48]([CH3:49])=[O:50])[c:34]2[c:35]([cH:36][cH:37][cH:38][cH:39]2)[C:40](=[O:41])[O:42]1)=[O:51].[I-:29].[K+:26].[K+:27].[K+:28].[N:13]1([CH2:18][CH2:19][CH2:20][Cl:21])[CH2:14][CH2:15][CH2:16][CH2:17]1>>[CH3:1][O:2][c:3]1[cH:4][c:5]([C:10]([OH:11])=[O:12])[cH:6][cH:7][c:8]1[O:9][CH2:20][CH2:19][CH2:18][N:13]1[CH2:14][CH2:15][CH2:16][CH2:17]1.[ClH:21]. Procedure details: To a solution of (3R)-1-(tert-butoxycarbonyl)-3-(2-phenoxybenzoyl)piperidine (6.17 g, 16.2 mmol) in THF (30 mL) at −10° C. was added dropwise 2.54 M 4-methoxybutylmagnesium chloride in THF (15 mL, 38 mmol). The resulting solution was warmed to rt slowly, and stirred over night. The reaction was quenched with sat'd NH4Cl (10 mL) and extracted with Et2O (4×10 mL). The combined organic layers were washed with water and brine. The solvent was removed and the residue was purified by flash chromatogra... Product: O[C@](CCCCOC)(C1=C(C=CC=C1)OC1=CC=CC=C1)[C@H]1CN(CCC1)C(=O)OC(C)(C)C ((R)-tert-butyl 3-((S)-1-hydroxy-5-methoxy-1-(2-phenoxyphenyl)pentyl)piperidine-1-carboxylate). Isolated yield 26.0%. The reactants are C(C)(C)(C)OC(=O)N1C[C@@H](CCC1)C(C1=C(C=CC=C1)OC1=CC=CC=C1)=O ((3R)-1-(tert-butoxycarbonyl)-3-(2-phenoxybenzoyl)piperidine), COCCCC[Mg]Cl (4-methoxybutylmagnesium chloride). The solvent is C1CCOC1 (THF), C1CCOC1 (THF). RXN SMILES: [C:1]([O:5][C:6]([N:8]1[CH2:13][CH2:12][CH2:11][C@@H:10]([C:14](=[O:28])[C:15]2[CH:20]=[CH:19][CH:18]=[CH:17][C:16]=2[O:21][C:22]2[CH:27]=[CH:26][CH:25]=[CH:24][CH:23]=2)[CH2:9]1)=[O:7])([CH3:4])([CH3:3])[CH3:2].[CH3:29][O:30][CH2:31][CH2:32][CH2:33][CH2:34][Mg]Cl>C1COCC1>[OH:28][C@@:14]([C@@H:10]1[CH2:11][CH2:12][CH2:13][N:8]([C:6]([O:5][C:1]([CH3:4])([CH3:2])[CH3:3])=[O:7])[CH2:9]1)([C:15]1[CH:20]=[CH:19][CH:18]=[CH:17][C:16]=1[O:21][C:22]1[CH:23]=[CH:24][CH:25]=[CH:26][CH:27]=1)[CH2:34][CH2:33][CH2:32][CH2:31][O:30][CH3:29]. Run in CCOCC (ether), CCOCC (ether). Starting materials: FC(C(C(C(F)(F)F)(F)F)(F)F)(S(=O)(=O)F)F (perfluorobutane sulfonyl fluoride), C(C)NCC (diethylamine). Reaction SMILES: [F:1][C:2]([F:17])([S:13](F)(=[O:15])=[O:14])[C:3]([F:12])([F:11])[C:4]([F:10])([F:9])[C:5]([F:8])([F:7])[F:6].[CH2:18]([NH:20][CH2:21][CH3:22])[CH3:19]>CCOCC>[CH2:18]([N:20]([CH2:21][CH3:22])[S:13]([C:2]([F:17])([F:1])[C:3]([F:12])([F:11])[C:4]([F:10])([F:9])[C:5]([F:8])([F:7])[F:6])(=[O:15])=[O:14])[CH3:19]. The product is C(C)N(S(=O)(=O)C(C(C(C(F)(F)F)(F)F)(F)F)(F)F)CC (N,N-Diethyl Perfluorobutane Sulfonamide). Reported procedure: Under a blanket of nitrogen, a mixture of 55 g (0.180 moles) of perfluorobutane sulfonyl fluoride and 70.7 g (0.970 moles) of diethylamine was heated at reflux for nine hours. The reaction mixture was dissolved in 600 ml of ether and percolated through a column of 60 g of acidic alumina. The ether was stripped and the product was distilled at 56°-58° C. at 2.0 mm. Yield 41.6 g (65%). Reactants: [H-].[Na+] (Sodium hydride), O (water), FC1=CC=C(COC2=CC=C(CO)C=C2)C=C1 (4-(4'-fluorobenzyloxy)benzyl alcohol), ClC1=C(C(N(C(=N1)C)CC)=O)C (6-chloro-2,5-dimethyl-3-ethyl-4(3H)-pyrimidinone). Run in O1CCOCC1 (dioxane). Run at time 1 hour. Product: CC1=NC(=C(C(N1CC)=O)C)OCC1=CC=C(C=C1)OCC1=CC=C(C=C1)F (2,5-dimethyl-3-ethyl-6-[4'-(4"-fluoro-benzyloxy)benzyloxy]-4(3H)-pyrimidinone). Yield: 89.6%. RXN SMILES: [H-].[Na+].[F:3][C:4]1[CH:19]=[CH:18][C:7]([CH2:8][O:9][C:10]2[CH:17]=[CH:16][C:13]([CH2:14][OH:15])=[CH:12][CH:11]=2)=[CH:6][CH:5]=1.Cl[C:21]1[N:26]=[C:25]([CH3:27])[N:24]([CH2:28][CH3:29])[C:23](=[O:30])[C:22]=1[CH3:31].O>O1CCOCC1>[CH3:27][C:25]1[N:24]([CH2:28][CH3:29])[C:23](=[O:30])[C:22]([CH3:31])=[C:21]([O:15][CH2:14][C:13]2[CH:16]=[CH:17][C:10]([O:9][CH2:8][C:7]3[CH:18]=[CH:19][C:4]([F:3])=[CH:5][CH:6]=3)=[CH:11][CH:12]=2)[N:26]=1 |f:0.1|. Procedure: Sodium hydride (55% in mineral oil) (0.23 g) was suspended in 10 ml of dioxane, and then 1.24 g of 4-(4'-fluorobenzyloxy)benzyl alcohol was added thereto. The resulting mixture was stirred for one hour at room temperature, then incorporated with 1.00 g of 6-chloro-2,5-dimethyl-3-ethyl-4(3H)-pyrimidinone and stirred for 15 hours. The resulting solution was poured into water, and the resulting crystals were filtered off and recrystallized from a benzene-hexane mixture to give 1.83 g of the intende... The reactants are CC(=O)C.OS(=O)(=O)O.O=[Cr](=O)=O (Jones reagent), C(C)(C)(C)OC(=O)N1CCS(CC(C1)O)(=O)=O (4-N-(t-Butyloxycarbonyl)-1,1-dioxo-6-hydroxy-2,3,4,5,6,7-hexahydro-1,4-thiazepine), CO (methanol). Run in CC(=O)C (acetone). Run at temperature 0 celsius, time 3 hour. The product is C(C)(C)(C)OC(=O)N1CCS(CC(C1)=O)(=O)=O (4-N-(t-Butyloxycarbonyl)-1,1-dioxo -2,3,4,5,6,7-hexahydro-1,4-thiazepin-6-one). As a reaction SMILES: [C:1]([O:5][C:6]([N:8]1[CH2:14][CH:13]([OH:15])[CH2:12][S:11](=[O:17])(=[O:16])[CH2:10][CH2:9]1)=[O:7])([CH3:4])([CH3:3])[CH3:2].CC(C)=O.OS(O)(=O)=O.O=[Cr](=O)=O.CO>CC(C)=O>[C:1]([O:5][C:6]([N:8]1[CH2:14][C:13](=[O:15])[CH2:12][S:11](=[O:16])(=[O:17])[CH2:10][CH2:9]1)=[O:7])([CH3:4])([CH3:2])[CH3:3] |f:1.2.3|. Procedure: 4-N-(t-Butyloxycarbonyl)-1,1-dioxo-6-hydroxy -2,3,4,5,6,7-hexahydro-1,4-thiazepine (10.0 g, 37.7 mmole) from Example 5, was dissolved in 110 mL of acetone, cooled to 0° C. and treated with 18.8 mL of freshly prepared Jones reagent. The reaction was stirred at ambient temperature for three hours and then treated with 5 mL of methanol. After 15 minutes, the reaction was filtered through magnesium sulfate and the filtrate immediately concentrated. The residue was filtered through a pad of silica ge... Starting materials: Br[O-].[Na+] (sodium hypobromite), C(C)(=O)C1=CC=2CC3=CC(=CC=C3C2C=C1)CCCCCCCC (2-acetyl-7-octylfluorene), ice water, [OH-].[Na+] (sodium hydroxide), Br[O-].[Na+] (sodium hypobromite), Cl (hydrochloric acid). The solvent is O (water), O1CCOCC1 (dioxane), O1CCOCC1 (dioxane), O (water), BrBr (bromine). Conditions: time 50 minute. Yields the product C(CCCCCCC)C1=CC=C2C=3C=CC(=CC3CC2=C1)C(=O)O (7-octyl-2-fluorenecarboxylic acid). Yield: 79.5%. Reaction SMILES: [OH-:1].[Na+].Br[O-].[Na+].[C:6]([C:9]1[CH:21]=[CH:20][C:19]2[C:18]3[C:13](=[CH:14][C:15]([CH2:22][CH2:23][CH2:24][CH2:25][CH2:26][CH2:27][CH2:28][CH3:29])=[CH:16][CH:17]=3)[CH2:12][C:11]=2[CH:10]=1)(=[O:8])C.Cl>O.BrBr.O1CCOCC1>[CH2:22]([C:15]1[CH:14]=[C:13]2[C:18]([C:19]3[CH:20]=[CH:21][C:9]([C:6]([OH:1])=[O:8])=[CH:10][C:11]=3[CH2:12]2)=[CH:17][CH:16]=1)[CH2:23][CH2:24][CH2:25][CH2:26][CH2:27][CH2:28][CH3:29] |f:0.1,2.3|. Reported procedure: To a solution of 1.30 g (32.5 mM) of sodium hydroxide in 8.8 ml of water, 0.54 ml (10.5 mM) of bromine was added dropwise at -2° to -0.5° C. under cooling on an ice-common salt bath. After the addition, 3.4 ml of dioxane was added to the mixture to prepare a sodium hypobromite solution. The sodium hypobromite solution was added dropwise to a solution of 1.00 g (3.12 mM) of 2-acetyl-7-octylfluorene in a mixture solvent of 28 ml of dioxane and 2 ml of water at about 5.5° C. under cooling on an ice...